Task: describe an organic reaction: reactants, conditions, products, and yield. Dataset: the Open Reaction Database (ORD), a public repository of structured organic reaction records Starting materials: ClC=1C(=NC(=NC1)NC1=C(C=C(C(=C1)C)C1CCNCC1)OC(C)C)NC1=C(C=CC=C1)S(=O)(=O)C(C)C (5-chloro-N2-(2-isopropoxy-5-methyl-4-(piperidin-4-yl)phenyl)-N4-(2-(isopropylsulfonyl)phenyl)pyrimidine-2,4-diamine), Cl.N1[C@@H](CCC1)C(=O)Cl ((S)-pyrrolidine-2-carbonyl chloride hydrochloride). The product is ClC=1C(=NC(=NC1)NC1=CC(=C(C=C1OC(C)C)C1CCN(CC1)C(=O)[C@H]1NCCC1)C)NC1=C(C=CC=C1)S(=O)(=O)C(C)C ((S)-(4-(4-(5-chloro-4-(2-(isopropylsulfonyl)phenylamino)pyrimidin-2-ylamino)-5-isopropoxy-2-methylphenyl)piperidin-1-yl)(pyrrolidin-2-yl)methanone). Reaction SMILES: [Cl:1][C:2]1[C:3]([NH:26][C:27]2[CH:32]=[CH:31][CH:30]=[CH:29][C:28]=2[S:33]([CH:36]([CH3:38])[CH3:37])(=[O:35])=[O:34])=[N:4][C:5]([NH:8][C:9]2[CH:14]=[C:13]([CH3:15])[C:12]([CH:16]3[CH2:21][CH2:20][NH:19][CH2:18][CH2:17]3)=[CH:11][C:10]=2[O:22][CH:23]([CH3:25])[CH3:24])=[N:6][CH:7]=1.Cl.[NH:40]1[CH2:44][CH2:43][CH2:42][C@H:41]1[C:45](Cl)=[O:46]>>[Cl:1][C:2]1[C:3]([NH:26][C:27]2[CH:32]=[CH:31][CH:30]=[CH:29][C:28]=2[S:33]([CH:36]([CH3:38])[CH3:37])(=[O:35])=[O:34])=[N:4][C:5]([NH:8][C:9]2[C:10]([O:22][CH:23]([CH3:25])[CH3:24])=[CH:11][C:12]([CH:16]3[CH2:21][CH2:20][N:19]([C:45]([C@@H:41]4[CH2:42][CH2:43][CH2:44][NH:40]4)=[O:46])[CH2:18][CH2:17]3)=[C:13]([CH3:15])[CH:14]=2)=[N:6][CH:7]=1 |f:1.2|. Reported procedure: Prepared according to the method of Example 1 by replacing N6-(2-isopropoxy-5-methyl-4-(piperidin-4-yl)phenyl)-N4-(2-(isopropylsulfonyl)phenyl)-1H-pyrazolo[3,4-d]pyrimidine-4,6-diamine with 5-chloro-N2-(2-isopropoxy-5-methyl-4-(piperidin-4-yl)phenyl)-N4-(2-(isopropylsulfonyl)phenyl)pyrimidine-2,4-diamine and replacing 2-(dimethylamino)acetyl chloride hydrochloride with (S)-pyrrolidine-2-carbonyl chloride hydrochloride. Product was obtained. MS (ES+): 655.28 (M+1). Reactants: OC=1C=CC=C2C=CC=NC12 (8-hydroxyquinoline), [K+].C(C)OC(=S)[S-] (O-ethylxanthic acid potassium salt). Solvent: CCO (EtOH). Reaction conditions: temperature 160 celsius. The product is C(=S)(O)C1=CC=C2C=CC=NC2=C1O (7-thiocarboxy-8-hydroxyquinoline). The yield is 23.1%. Reaction SMILES: [OH:1][C:2]1[CH:3]=[CH:4][CH:5]=[C:6]2[C:11]=1[N:10]=[CH:9][CH:8]=[CH:7]2.[K+].C([O:15][C:16]([S-])=[S:17])C>CCO>[C:16]([C:3]1[C:2]([OH:1])=[C:11]2[C:6]([CH:7]=[CH:8][CH:9]=[N:10]2)=[CH:5][CH:4]=1)([OH:15])=[S:17] |f:1.2|. Procedure details: A mixture of 8-hydroxyquinoline (0.055 mol, 8.0 g) and O-ethylxanthic acid potassium salt (0.056 mol, 9.0 g) in abs. EtOH (20 mL) was placed in a pressure reactor and heated at 160° C. for 40 hours. After cooling, the reaction mixture was washed with a small amount of EtOH. The insoluble material was filtered off and treated with aqueous hydrochloric acid. The insoluble thioacid was separated by filtration and purified by heating with barium carbonate in water. The mixture was filtered off, the ...